From a dataset of the Open Reaction Database (ORD), a public repository of structured organic reaction records. describe an organic reaction: reactants, conditions, products, and yield Starting materials: C(C1=CC=CC=C1)N(C1CCC(CC1)C(C)(C)O)CC1=CC=CC=C1 (2-(4-Dibenzylamino-cyclohexyl)-propan-2-ol), C(C)(=O)O (Acetic acid). Reagents/catalysts: [OH-].[OH-].[Pd+2] (Pd(OH)2). The solvent is CCO (EtOH). Product: C(C)(=O)OC(C)(C)C1CCC(CC1)N (2-(4-aminocyclohexyl)-propan-2-ol acetate). RXN SMILES: C([N:8](CC1C=CC=CC=1)[CH:9]1[CH2:14][CH2:13][CH:12]([C:15]([OH:18])([CH3:17])[CH3:16])[CH2:11][CH2:10]1)C1C=CC=CC=1.[C:26](O)(=[O:28])[CH3:27]>CCO.[OH-].[OH-].[Pd+2]>[C:26]([O:18][C:15]([CH:12]1[CH2:11][CH2:10][CH:9]([NH2:8])[CH2:14][CH2:13]1)([CH3:16])[CH3:17])(=[O:28])[CH3:27] |f:3.4.5|. Procedure details: 2-(4-Dibenzylamino-cyclohexyl)-propan-2-ol (15 g) in EtOH (300 mL, abs) was treated with Pd(OH)2 (12.5 g). Acetic acid (6.3 mL) was added, and H2 was added slowly over 4.5 h. The reaction mixture was allowed to stand, then was filtered through a glass frit, washed with EtOH, filtered through a second glass frit, and the solvent removed in vacuo. The product was dissolved in hexane, and the hexane removed in vacuo (×3). The product was then triturated with ether, and the resultant solid filtered.... Reactants: CCOC(=O)c1ccc(P(=O)(OCC)OCC)cc1, CO, [Li+], [OH-], O. RXN SMILES: [CH2:1]([CH3:2])[O:3][C:4]([c:5]1[cH:6][cH:7][c:8]([P:11](=[O:12])([O:13][CH2:14][CH3:15])[O:16][CH2:17][CH3:18])[cH:9][cH:10]1)=[O:19].[CH3:22][OH:23].[Li+:20].[OH-:21].[OH2:24]>>[O:3]=[C:4]([c:5]1[cH:6][cH:7][c:8]([P:11](=[O:12])([O:13][CH2:14][CH3:15])[O:16][CH2:17][CH3:18])[cH:9][cH:10]1)[OH:19]. Product: CCOP(=O)(OCC)c1ccc(C(=O)O)cc1.